From a dataset of the Open Reaction Database (ORD), a public repository of structured organic reaction records. describe an organic reaction: reactants, conditions, products, and yield Starting materials: CN, CCN=C=NCCCN(C)C, ClCCl, Cl, CC(C)CN(c1ccc(C(O)(C#CC(=O)O)C(F)(F)F)cc1)S(=O)(=O)c1ccccc1. The product is CNC(=O)C#CC(O)(c1ccc(N(CC(C)C)S(=O)(=O)c2ccccc2)cc1)C(F)(F)F. Reaction SMILES: [CH3:32][NH2:33].[CH3:35][N:36]([CH3:37])[CH2:38][CH2:39][CH2:40][N:41]=[C:42]=[N:43][CH2:44][CH3:45].[Cl:46][CH2:47][Cl:48].[ClH:34].[c:1]1([S:7](=[O:8])(=[O:9])[N:10]([c:11]2[cH:12][cH:13][c:14]([C:17]([C:18]#[C:19][C:20](=[O:21])[OH:22])([C:23]([F:24])([F:25])[F:26])[OH:27])[cH:15][cH:16]2)[CH2:28][CH:29]([CH3:30])[CH3:31])[cH:2][cH:3][cH:4][cH:5][cH:6]1>>[c:1]1([S:7](=[O:8])(=[O:9])[N:10]([c:11]2[cH:12][cH:13][c:14]([C:17]([C:18]#[C:19][C:20](=[O:21])[NH:36][CH3:35])([C:23]([F:24])([F:25])[F:26])[OH:27])[cH:15][cH:16]2)[CH2:28][CH:29]([CH3:30])[CH3:31])[cH:2][cH:3][cH:4][cH:5][cH:6]1. The reactants are CC(N)=O, O=C(Nc1ccc(Oc2cc(Cl)ncn2)cc1)Nc1cccc(C(F)(F)F)c1, C1COCCO1, O=C(C=Cc1ccccc1)C=Cc1ccccc1, O=C(C=Cc1ccccc1)C=Cc1ccccc1, O=C(C=Cc1ccccc1)C=Cc1ccccc1, [Pd], [Pd]. Yields the product CC(=O)Nc1cc(Oc2ccc(NC(=O)Nc3cccc(C(F)(F)F)c3)cc2)ncn1. Reaction SMILES: [CH3:29][C:30]([NH2:31])=[O:32].[Cl:1][c:2]1[cH:3][c:4]([O:8][c:9]2[cH:10][cH:11][c:12]([NH:15][C:16](=[O:17])[NH:18][c:19]3[cH:20][c:21]([C:25]([F:26])([F:27])[F:28])[cH:22][cH:23][cH:24]3)[cH:13][cH:14]2)[n:5][cH:6][n:7]1.[O:33]1[CH2:34][CH2:35][O:36][CH2:37][CH2:38]1.[O:41]=[C:42]([CH:43]=[CH:44][c:45]1[cH:46][cH:47][cH:48][cH:49][cH:50]1)[CH:51]=[CH:52][c:53]1[cH:54][cH:55][cH:56][cH:57][cH:58]1.[O:59]=[C:60]([CH:61]=[CH:62][c:63]1[cH:64][cH:65][cH:66][cH:67][cH:68]1)[CH:69]=[CH:70][c:71]1[cH:72][cH:73][cH:74][cH:75][cH:76]1.[O:77]=[C:78]([CH:79]=[CH:80][c:81]1[cH:82][cH:83][cH:84][cH:85][cH:86]1)[CH:87]=[CH:88][c:89]1[cH:90][cH:91][cH:92][cH:93][cH:94]1.[Pd:39].[Pd:40]>>[c:2]1([NH:31][C:30]([CH3:29])=[O:32])[cH:3][c:4]([O:8][c:9]2[cH:10][cH:11][c:12]([NH:15][C:16](=[O:17])[NH:18][c:19]3[cH:20][c:21]([C:25]([F:26])([F:27])[F:28])[cH:22][cH:23][cH:24]3)[cH:13][cH:14]2)[n:5][cH:6][n:7]1. The reactants are O=C([O-])[O-], C=CCBr, CN(C)C=O, Oc1ccc(-c2nn3c(NC4CCCC4)cccc3c2-c2ccnc(NC3CCCC3)n2)cc1, [K+], [K+], O. Product: C=CCOc1ccc(-c2nn3c(NC4CCCC4)cccc3c2-c2ccnc(NC3CCCC3)n2)cc1. RXN SMILES: [C:39](=[O:40])([O-:41])[O-:42].[CH2:35]([CH:36]=[CH2:37])[Br:38].[CH3:46][N:47]([CH3:48])[CH:49]=[O:50].[CH:1]1([NH:6][c:7]2[cH:8][cH:9][cH:10][c:11]3[n:12]2[n:13][c:14](-[c:28]2[cH:29][cH:30][c:31]([OH:34])[cH:32][cH:33]2)[c:15]3-[c:16]2[n:17][c:18]([NH:22][CH:23]3[CH2:24][CH2:25][CH2:26][CH2:27]3)[n:19][cH:20][cH:21]2)[CH2:2][CH2:3][CH2:4][CH2:5]1.[K+:43].[K+:44].[OH2:45]>>[CH:1]1([NH:6][c:7]2[cH:8][cH:9][cH:10][c:11]3[n:12]2[n:13][c:14](-[c:28]2[cH:29][cH:30][c:31]([O:34][CH2:37][CH:36]=[CH2:35])[cH:32][cH:33]2)[c:15]3-[c:16]2[n:17][c:18]([NH:22][CH:23]3[CH2:24][CH2:25][CH2:26][CH2:27]3)[n:19][cH:20][cH:21]2)[CH2:2][CH2:3][CH2:4][CH2:5]1.